The task is: describe an organic reaction: reactants, conditions, products, and yield. This data is from the Open Reaction Database (ORD), a public repository of structured organic reaction records. Reactants: O (water), C([O-])([O-])=O.[K+].[K+] (Potassium carbonate), OC1=CC=C(C=O)C=C1 (4-hydroxybenzaldehyde), BrCCCCCCCC (1-bromooctane). Solvent: CN(C)C=O (DMF). Run at temperature 60 celsius, time 1 hour. Yields the product C(CCCCCCCCCCC)OC1=CC=C(C=O)C=C1 (4-(Dodecyloxy)benzaldehyde). Yield: 313.8%. RXN SMILES: C(=O)([O-])[O-].[K+].[K+].[OH:7][C:8]1[CH:15]=[CH:14][C:11]([CH:12]=[O:13])=[CH:10][CH:9]=1.Br[CH2:17][CH2:18][CH2:19][CH2:20][CH2:21][CH2:22][CH2:23][CH3:24].O>CN(C=O)C>[CH2:24]([O:7][C:8]1[CH:15]=[CH:14][C:11]([CH:12]=[O:13])=[CH:10][CH:9]=1)[CH2:23][CH2:22][CH2:21][CH2:20][CH2:19][CH2:18][CH2:17][CH2:15][CH2:8][CH2:9][CH3:10] |f:0.1.2|. Procedure details: Potassium carbonate (24.8 g, 180 mmol) was added to a solution of 4-hydroxybenzaldehyde (3.66 g, 30 mmol) in DMF (90 mL) at room temperature. After the mixture was stirred at 60° C. for 1 h, 1-bromooctane (8.7 mL, 36 mmol) was added slowly. The reaction mixture was stirred overnight at 80° C. under N2, cooled to room temperature, and poured over 200 mL of icy water. The mixture was extracted with EtOAc (3×50 mL). The combined organic phase was washed with brine (100 mL), dried over MgSO4, and co... Starting materials: CC(=O)Nc1cc(Cl)cc(Cl)c1, OC(c1ccncc1)c1ccc(Cl)cc1, [NH4+], [OH-], O. The product is CC(=O)Nc1cc(Cl)c(C(c2ccncc2)c2ccc(Cl)cc2)c(Cl)c1. Reaction SMILES: [Cl:16][c:17]1[cH:18][c:19]([NH:24][C:25]([CH3:26])=[O:27])[cH:20][c:21]([Cl:23])[cH:22]1.[Cl:1][c:2]1[cH:3][cH:4][c:5]([CH:8]([OH:9])[c:10]2[cH:11][cH:12][n:13][cH:14][cH:15]2)[cH:6][cH:7]1.[NH4+:29].[OH-:28].[OH2:30]>>[Cl:1][c:2]1[cH:3][cH:4][c:5]([CH:8]([c:10]2[cH:11][cH:12][n:13][cH:14][cH:15]2)[c:22]2[c:17]([Cl:16])[cH:18][c:19]([NH:24][C:25]([CH3:26])=[O:27])[cH:20][c:21]2[Cl:23])[cH:6][cH:7]1. Reactants: S([C@@H]1[C@@H](O)[C@H](O)[C@H](O)[C@@H](O1)C)C1=CC=CC=C1 (Phenyl 1-thio-β-L-fucopyranoside), CO (MeOH), C(C1=CC=CC=C1)Cl (benzyl chloride), [OH-].[Na+] (NaOH). The reagents and catalysts are S(=O)(=O)(O)[O-].C(CCC)[N+](CCCC)(CCCC)CCCC (tetrabutylammonium hydrogen sulphate). Run in C(Cl)Cl (DCM), C(Cl)Cl (DCM). Product: C(C1=CC=CC=C1)O[C@@H]1[C@@H](SC2=CC=CC=C2)O[C@H]([C@H]([C@H]1OCC1=CC=CC=C1)OCC1=CC=CC=C1)C (Phenyl 2,3,4-tri-O-benzyl-1-thio-β-L-fucopyranoside). As a reaction SMILES: [S:1]([C:12]1[CH:17]=[CH:16][CH:15]=[CH:14][CH:13]=1)[C@H:2]1[O:10][C@@H:9]([CH3:11])[C@@H:7]([OH:8])[C@@H:5]([OH:6])[C@@H:3]1[OH:4].[CH2:18](Cl)[C:19]1[CH:24]=[CH:23][CH:22]=[CH:21][CH:20]=1.[OH-].[Na+].CO>S([O-])(O)(=O)=O.C([N+](CCCC)(CCCC)CCCC)CCC.C(Cl)Cl>[CH2:18]([O:4][C@H:3]1[C@H:5]([O:6][CH2:18][C:19]2[CH:24]=[CH:23][CH:22]=[CH:21][CH:20]=2)[C@H:7]([O:8][CH2:18][C:19]2[CH:24]=[CH:23][CH:22]=[CH:21][CH:20]=2)[C@H:9]([CH3:11])[O:10][C@@H:2]1[S:1][C:12]1[CH:13]=[CH:14][CH:15]=[CH:16][CH:17]=1)[C:19]1[CH:24]=[CH:23][CH:22]=[CH:21][CH:20]=1 |f:2.3,5.6|. Procedure details: A suspension of compound of example 9 (50 g) and tetrabutylammonium hydrogen sulphate (19.9 g) in DCM is warmed until a homogenous solution is obtained. To this solution benzyl chloride (101 ml) followed by 250 ml of 50% (w/w) NaOH-solution are added. The thick emulsion is refluxed under vigorous stirring. After 1.5 h 12 ml of MeOH is added and the reaction mixture is additionally refluxed for overnight. After cooling it is diluted with 200 ml of DCM and washed with water (400 ml) and brine (100... The reactants are C=C(C)c1cc(CN(C)Cc2ccc(C(C)(C)C)cc2)cc(C(C)(C)O)c1, [Na+], [Na+], O=C([O-])[O-], O=P(Cl)(Cl)Cl, c1ccncc1. The product is C=C(C)c1cc(CN(C)Cc2ccc(C(C)(C)C)cc2)cc(C(=C)C)c1. RXN SMILES: [C:1](=[CH2:2])([CH3:3])[c:4]1[cH:5][c:6]([C:24]([CH3:25])([CH3:26])[OH:27])[cH:7][c:8]([CH2:10][N:11]([CH3:12])[CH2:13][c:14]2[cH:15][cH:16][c:17]([C:20]([CH3:21])([CH3:22])[CH3:23])[cH:18][cH:19]2)[cH:9]1.[Na+:33].[Na+:34].[O-:35][C:36](=[O:37])[O-:38].[P:28]([Cl:29])([Cl:30])([Cl:31])=[O:32].[cH:39]1[cH:40][cH:41][n:42][cH:43][cH:44]1>>[C:1](=[CH2:2])([CH3:3])[c:4]1[cH:5][c:6]([C:24](=[CH2:25])[CH3:26])[cH:7][c:8]([CH2:10][N:11]([CH3:12])[CH2:13][c:14]2[cH:15][cH:16][c:17]([C:20]([CH3:21])([CH3:22])[CH3:23])[cH:18][cH:19]2)[cH:9]1. Reactants: C(C1=CC=CC=C1)OC1=C(C=CC(=C1F)OCC1=CC=CC=C1)NC(C1=C(C=C(C(=C1)F)OCC1CC1)F)=O (N-(2,4-bis(benzyloxy)-3-fluorophenyl)-4-(cyclopropylmethoxy)-2,5-difluorobenzamide). Reagents/catalysts: [C].[Pd] (palladium-carbon). Run in C1CCOC1 (THF). Reaction conditions: time 30 minute. Product: C1(CC1)COC1=CC(=C(C=C1F)C=1OC2=C(N1)C=CC(=C2F)O)F (2-(4-(cyclopropylmethoxy)-2,5-difluorophenyl)-7-fluoro-1,3-benzoxazol-6-ol). Isolated yield 85.3%. RXN SMILES: C(O[C:9]1[C:14]([F:15])=[C:13]([O:16]CC2C=CC=CC=2)[CH:12]=[CH:11][C:10]=1[NH:24][C:25](=[O:39])[C:26]1[CH:31]=[C:30]([F:32])[C:29]([O:33][CH2:34][CH:35]2[CH2:37][CH2:36]2)=[CH:28][C:27]=1[F:38])C1C=CC=CC=1>[C].[Pd].C1COCC1>[CH:35]1([CH2:34][O:33][C:29]2[C:30]([F:32])=[CH:31][C:26]([C:25]3[O:39][C:9]4[C:14]([F:15])=[C:13]([OH:16])[CH:12]=[CH:11][C:10]=4[N:24]=3)=[C:27]([F:38])[CH:28]=2)[CH2:36][CH2:37]1 |f:1.2|. Procedure: A mixture of N-(2,4-bis(benzyloxy)-3-fluorophenyl)-4-(cyclopropylmethoxy)-2,5-difluorobenzamide (2.50 g), 10% palladium-carbon (containing water (50%), 2.00 g) and THF (20 mL) was stirred at room temperature for 30 min under a hydrogen atmosphere. The catalyst was removed by filtration, and the obtained filtrate was concentrated under reduced pressure, and the solid was washed with diethyl ether. To a suspension of the obtained solid, hexachloroethane (2.78 g) and triphenylphosphine (3.08 g) in ...